This data is from the Open Reaction Database (ORD), a public repository of structured organic reaction records. The task is: describe an organic reaction: reactants, conditions, products, and yield The reactants are C=Cc1ccc2nnc(Cc3ccc4ncc(-c5cnn(C)c5)cc4c3)n2n1, CO, ClCCl, N#N. Yields the product CCc1ccc2nnc(Cc3ccc4ncc(-c5cnn(C)c5)cc4c3)n2n1. As a reaction SMILES: [CH3:1][n:2]1[n:3][cH:4][c:5](-[c:7]2[cH:8][n:9][c:10]3[cH:11][cH:12][c:13]([CH2:17][c:18]4[n:19][n:20][c:21]5[n:22]4[n:23][c:24]([CH:27]=[CH2:28])[cH:25][cH:26]5)[cH:14][c:15]3[cH:16]2)[cH:6]1.[CH3:34][OH:35].[Cl:31][CH2:32][Cl:33].[N:29]#[N:30]>>[CH3:1][n:2]1[n:3][cH:4][c:5](-[c:7]2[cH:8][n:9][c:10]3[cH:11][cH:12][c:13]([CH2:17][c:18]4[n:19][n:20][c:21]5[n:22]4[n:23][c:24]([CH2:27][CH3:28])[cH:25][cH:26]5)[cH:14][c:15]3[cH:16]2)[cH:6]1.